From a dataset of the Open Reaction Database (ORD), a public repository of structured organic reaction records. describe an organic reaction: reactants, conditions, products, and yield As a reaction SMILES: [CH3:1][O:2][C:3]([C:4]([CH3:5])([S:6][c:7]1[s:8][cH:9][c:10]([CH2:12][CH2:13][O:14][c:15]2[cH:16][cH:17][c:18]([C:21]#[C:22][c:23]3[cH:24][cH:25][cH:26][cH:27][cH:28]3)[cH:19][cH:20]2)[n:11]1)[CH3:29])=[O:30].[CH3:33][OH:34].[Na+:32].[O:35]1[CH2:36][CH2:37][CH2:38][CH2:39]1.[OH-:31]>>[O:2]=[C:3]([C:4]([CH3:5])([S:6][c:7]1[s:8][cH:9][c:10]([CH2:12][CH2:13][O:14][c:15]2[cH:16][cH:17][c:18]([C:21]#[C:22][c:23]3[cH:24][cH:25][cH:26][cH:27][cH:28]3)[cH:19][cH:20]2)[n:11]1)[CH3:29])[OH:30]. The reactants are COC(=O)C(C)(C)Sc1nc(CCOc2ccc(C#Cc3ccccc3)cc2)cs1, CO, [Na+], C1CCOC1, [OH-]. The product is CC(C)(Sc1nc(CCOc2ccc(C#Cc3ccccc3)cc2)cs1)C(=O)O.